This data is from the Open Reaction Database (ORD), a public repository of structured organic reaction records. The task is: describe an organic reaction: reactants, conditions, products, and yield Starting materials: ClC1=NC=2N(C=C1C1=CC=CC=C1)C=C(N2)C (7-Chloro-2-methyl 6-phenyl-imidazo[1,2-a]pyrimidine), C(=O)([O-])[O-].[Na+].[Na+] (Na2CO3), C(=O)C1=CC=C(C=C1)B(O)O (4-formylphenylboronic acid). Reagents/catalysts: C1=CC=C(C=C1)P([C-]2C=CC=C2)C3=CC=CC=C3.C1=CC=C(C=C1)P([C-]2C=CC=C2)C3=CC=CC=C3.Cl[Pd]Cl.[Fe+2] (1,1′-bis(diphenylphosphino)ferrocenedichloropalladium(II)). The solvent is C(OC)COC (dimethoxyethane). Reaction conditions: temperature 90 celsius, time 18 hour. Yields the product CC=1N=C2N(C=C(C(=N2)C2=CC=C(C=O)C=C2)C2=CC=CC=C2)C1 (4-(2-methyl-6-phenyl-imidazo[1,2-a]pyrimidin-7-yl)-benzaldehyde). Reaction SMILES: Cl[C:2]1[C:7]([C:8]2[CH:13]=[CH:12][CH:11]=[CH:10][CH:9]=2)=[CH:6][N:5]2[CH:14]=[C:15]([CH3:17])[N:16]=[C:4]2[N:3]=1.C([O-])([O-])=O.[Na+].[Na+].[CH:24]([C:26]1[CH:31]=[CH:30][C:29](B(O)O)=[CH:28][CH:27]=1)=[O:25]>C(COC)OC.C1C=CC(P(C2C=CC=CC=2)[C-]2C=CC=C2)=CC=1.C1C=CC(P(C2C=CC=CC=2)[C-]2C=CC=C2)=CC=1.Cl[Pd]Cl.[Fe+2]>[CH3:17][C:15]1[N:16]=[C:4]2[N:3]=[C:2]([C:29]3[CH:30]=[CH:31][C:26]([CH:24]=[O:25])=[CH:27][CH:28]=3)[C:7]([C:8]3[CH:13]=[CH:12][CH:11]=[CH:10][CH:9]=3)=[CH:6][N:5]2[CH:14]=1 |f:1.2.3,6.7.8.9|. Reported procedure: 2.3 g (9.4 mmol) 7-Chloro-2-methyl 6-phenyl-imidazo[1,2-a]pyrimidine is given in 32 mL dimethoxyethane (not completely dissolved). 18.5 mL Na2CO3 solution (10%) and 1.56 g (10.4 mmol) 4-formylphenylboronic acid are added. After addition of 0.35 g (0.43 mmol) 1,1′-bis(diphenylphosphino)ferrocenedichloropalladium(II) the reaction mixture is purged 3× with argon and heated to 90° C. After 18 h stirring at 90° C. complete dissolution has taken place. The reaction mixture is cooled down and treated w... As a reaction SMILES: [Cl:1][c:2]1[cH:3][cH:4][c:5]([CH2:6][CH2:7][NH:8][C:9](=[O:10])[c:11]2[cH:12][cH:13][c:14]([O:15][c:16]3[c:17]([C:31]#[N:32])[cH:18][c:19]([CH:22]([C:23](=[O:24])[O:25][C:26]([CH3:27])([CH3:28])[CH3:29])[CH3:30])[cH:20][cH:21]3)[cH:33][cH:34]2)[cH:35][cH:36]1.[Cl:37][CH2:38][Cl:39].[F:40][C:41]([F:42])([F:43])[C:44]([OH:45])=[O:46]>>[Cl:1][c:2]1[cH:3][cH:4][c:5]([CH2:6][CH2:7][NH:8][C:9](=[O:10])[c:11]2[cH:12][cH:13][c:14]([O:15][c:16]3[c:17]([C:31]#[N:32])[cH:18][c:19]([CH:22]([C:23](=[O:24])[OH:25])[CH3:30])[cH:20][cH:21]3)[cH:33][cH:34]2)[cH:35][cH:36]1. Starting materials: CC(C(=O)OC(C)(C)C)c1ccc(Oc2ccc(C(=O)NCCc3ccc(Cl)cc3)cc2)c(C#N)c1, ClCCl, O=C(O)C(F)(F)F. Product: CC(C(=O)O)c1ccc(Oc2ccc(C(=O)NCCc3ccc(Cl)cc3)cc2)c(C#N)c1. Starting materials: COC=1C=C(C=CC1)CC#N (m-methoxyphenylacetonitrile), C[O-].[Na+] (sodium methoxide), C(=O)OCC (ethyl formate). The product is C(=O)C(C#N)C1=CC(=CC=C1)OC (α-formyl-(3-methoxyphenyl)acetonitrile). RXN SMILES: [CH3:1][O:2][C:3]1[CH:4]=[C:5]([CH2:9][C:10]#[N:11])[CH:6]=[CH:7][CH:8]=1.C[O-].[Na+].[CH:15](OCC)=[O:16]>>[CH:15]([CH:9]([C:5]1[CH:6]=[CH:7][CH:8]=[C:3]([O:2][CH3:1])[CH:4]=1)[C:10]#[N:11])=[O:16] |f:1.2|. Reported procedure: In a manner similar to Example 7, m-methoxyphenylacetonitrile is treated with sodium methoxide and ethyl formate to afford α-formyl-(3-methoxyphenyl)acetonitrile. Hydrogenation of this product yields 3-amino-2-(3-methoxyphenyl)-2-propenal which is condensed with dimethyl malonate to afford the product of the Example. Starting materials: CCO, CN, Cc1ccc(S(=O)(=O)O)cc1, CC(O)CC=Cc1cccnc1. Product: CNC(C)CC=Cc1cccnc1. Reaction SMILES: [CH2:26]([OH:27])[CH3:28].[CH3:24][NH2:25].[c:1]1([CH3:2])[cH:3][cH:4][c:5]([S:6]([OH:7])(=[O:8])=[O:9])[cH:10][cH:11]1.[n:12]1[cH:13][c:14]([CH:18]=[CH:19][CH2:20][CH:21]([CH3:22])[OH:23])[cH:15][cH:16][cH:17]1>>[n:12]1[cH:13][c:14]([CH:18]=[CH:19][CH2:20][CH:21]([CH3:22])[NH:25][CH3:24])[cH:15][cH:16][cH:17]1. Reactants: ClCC=Cc1ccccc1, NCCNc1cccnc1. Product: C(=Cc1ccccc1)CNCCNc1cccnc1. Reaction SMILES: [CH2:11]([CH:12]=[CH:13][c:14]1[cH:15][cH:16][cH:17][cH:18][cH:19]1)[Cl:20].[n:1]1[cH:2][c:3]([NH:7][CH2:8][CH2:9][NH2:10])[cH:4][cH:5][cH:6]1>>[n:1]1[cH:2][c:3]([NH:7][CH2:8][CH2:9][NH:10][CH2:11][CH:12]=[CH:13][c:14]2[cH:15][cH:16][cH:17][cH:18][cH:19]2)[cH:4][cH:5][cH:6]1.